This data is from the Open Reaction Database (ORD), a public repository of structured organic reaction records. The task is: describe an organic reaction: reactants, conditions, products, and yield The reactants are Prostaglandins, CCCCC[C@@H](/C=C/[C@H]1[C@@H](C[C@H]([C@@H]1CCCCCCC(=O)O)O)O)O (PGF1β), CCCCC[C@@H](/C=C/[C@H]1[C@@H](C[C@@H]([C@@H]1CCCCCCC(=O)O)O)O)O (PGF1α), CCCCC[C@@H](/C=C/[C@H]1[C@H](C[C@@H]([C@@H]1C/C=C\CCCC(=O)O)O)O)O (11β-PGF2α), CCCCC[C@@H](/C=C/[C@H]1[C@@H](C[C@@H]([C@@H]1C/C=C\CCCC(=O)O)O)O)O (PGF2α), CCCCC[C@@H](/C=C/[C@@H]1[C@H](C=CC1=O)C/C=C\CCCC(=O)O)O (PGJ2), CC(C)OC(=O)CCC/C=C\C[C@H]1[C@H](C[C@H]([C@@H]1CC[C@H](CCC=2C=CC=CC2)O)O)O (Latanoprost), CCCCC[C@@H](/C=C/[C@H]1[C@@H](C[C@H]([C@H]1C/C=C\CCCC(=O)O)O)O)O (8-iso PGF2β), CCCCCC(=O)CC[C@H]1[C@@H](C[C@@H]([C@@H]1CC(=O)CCCCC(=O)O)O)O (6,15-diketo-13,14-dihydro PGF1α), CCCCC[C@@H](/C=C/[C@H]1[C@@H](C[C@@H]([C@@H]1CC(=O)CCCCC(=O)O)O)O)O (6-keto PGF1α), CCCCC[C@@H](/C=C/C1=C(C(=O)CC1)CCCCCCC(=O)O)O (PGB1), CCCCC[C@@H](/C=C/[C@@H]1[C@H]([C@H](CC1=O)O)C/C=C\CCCC(=O)O)O (PGD2), CCCCCC(=O)/C=C/[C@H]1[C@@H](C[C@@H]([C@@H]1C/C=C\CCCC(=O)O)O)O (15-keto PGF2α). Yields the product CCCCC[C@@H](/C=C/[C@H]1C=CC(=O)[C@@H]1CCCCCCC(=O)O)O (PGA1). Reaction SMILES: [CH3:1][CH2:2][CH2:3][CH2:4][CH2:5][C@H:6]([OH:24])/[CH:7]=[CH:8]/[C:9]1[CH2:14][CH2:13][C:11](=[O:12])[C:10]=1[CH2:15][CH2:16][CH2:17][CH2:18][CH2:19][CH2:20][C:21]([OH:23])=[O:22].CCCCC[C@H](O)/C=C/[C@H]1C(=O)C[C@H](O)[C@@H]1C/C=C\CCCC(O)=O.CCCCC[C@H](O)/C=C/[C@@H]1[C@@H](CCCCCCC(O)=O)[C@@H](O)C[C@H]1O.CCCCC[C@H](O)/C=C/[C@@H]1[C@@H](C/C=C\CCCC(O)=O)[C@@H](O)C[C@H]1O.CCCCCC(/C=C/[C@@H]1[C@@H](C/C=C\CCCC(O)=O)[C@@H](O)C[C@H]1O)=O.CCCCC[C@H](O)/C=C/[C@@H]1[C@@H](CC(CCCCC(O)=O)=O)[C@@H](O)C[C@H]1O.CC(OC(CCC/C=C\C[C@@H]1[C@@H](CC[C@@H](O)CCC2C=CC=CC=2)[C@H](O)C[C@@H]1O)=O)C.CCCCCC(CC[C@@H]1[C@@H](CC(CCCCC(O)=O)=O)[C@@H](O)C[C@H]1O)=O.CCCCC[C@H](O)/C=C/[C@@H]1[C@@H](CCCCCCC(O)=O)[C@H](O)C[C@H]1O.CCCCC[C@H](O)/C=C/[C@@H]1[C@H](C/C=C\CCCC(O)=O)[C@H](O)C[C@H]1O.CCCCC[C@H](O)/C=C/[C@@H]1[C@@H](C/C=C\CCCC(O)=O)[C@@H](O)C[C@@H]1O.CCCCC[C@H](O)/C=C/[C@H]1C(=O)C=C[C@@H]1C/C=C\CCCC(O)=O>>[CH3:1][CH2:2][CH2:3][CH2:4][CH2:5][C@H:6]([OH:24])/[CH:7]=[CH:8]/[C@@H:9]1[C@@H:10]([CH2:15][CH2:16][CH2:17][CH2:18][CH2:19][CH2:20][C:21]([OH:23])=[O:22])[C:11](=[O:12])[CH:13]=[CH:14]1. Procedure details: Prostaglandins which have been determined to be ineffective or have a low effectiveness in stimulating melanogenesis in melanocytes include: PGB1 ; PGD2 ; PGF1α ; PGF2α ; 15-keto PGF2α ; 6-keto PGF1α ; Latanoprost; 6,15-diketo-13,14-dihydro PGF1α ; 8-iso PGF1β ; 8-iso PGF2β ; 11β-PGF1β ; 11β-PGF2α ; and PGJ2.